Dataset: the Open Reaction Database (ORD), a public repository of structured organic reaction records. Task: describe an organic reaction: reactants, conditions, products, and yield The reactants are C(C)N(C1=NC(=CC(=C1)C)C=C)CC (diethyl-(4-methyl-6-vinyl-pyridin-2-yl)-amine), C[N+]1(CCOCC1)[O-] (N-methyl-morpholine-N-oxide), solution, O (water). The reagents and catalysts are O=[Os](=O)(=O)=O (OsO4). The solvent is C(C)(C)(C)O (tert.-butanol), CC(=O)C (acetone), CC(OCC)=O (EA). The product is C(C)N(C1=CC(=CC(=N1)C(CO)O)C)CC (1-(6-diethylamino-4-methyl-pyridin-2-yl)ethane-1,2-diol). As a reaction SMILES: [CH2:1]([N:3]([CH2:13][CH3:14])[C:4]1[CH:9]=[C:8]([CH3:10])[CH:7]=[C:6]([CH:11]=[CH2:12])[N:5]=1)[CH3:2].C[N+]1([O-])CC[O:19]CC1.[OH2:23]>C(O)(C)(C)C.CC(C)=O.CC(=O)OCC.O=[Os](=O)(=O)=O>[CH2:13]([N:3]([CH2:1][CH3:2])[C:4]1[N:5]=[C:6]([CH:11]([OH:19])[CH2:12][OH:23])[CH:7]=[C:8]([CH3:10])[CH:9]=1)[CH3:14]. Reported procedure: A solution of diethyl-(4-methyl-6-vinyl-pyridin-2-yl)-amine (457 mg, 2.40 mmol), N-methyl-morpholine-N-oxide (885 mg), and OsO4 (5 mg, 20 μmol, 200 μL of a 2.5% solution in tert.-butanol) in acetone (16 mL) and water (2 mL) is stirred at rt for 18 h. The mixture is diluted with EA (200 mL) and washed with water (50 mL). The org. extract is dried over MgSO4, filtered and concentrated to give crude 1-(6-diethylamino-4-methyl-pyridin-2-yl)ethane-1,2-diol (550 mg) as a brown oil; LC-MS: tR=0.55 min,...